Dataset: the Open Reaction Database (ORD), a public repository of structured organic reaction records. Task: describe an organic reaction: reactants, conditions, products, and yield Starting materials: ClC1=NC=C(C=C1C)[N+](=O)[O-] (2-Chloro-3-methyl-5-nitropyridine), [F-].[K+] (KF). Reagents/catalysts: [Br-].C1(=CC=CC=C1)[P+](C1=CC=CC=C1)(C1=CC=CC=C1)C1=CC=CC=C1 (tetraphenylphosphonium bromide). Run in C(C)#N (acetonitrile), CCOCC (Et2O). The product is FC1=NC=C(C=C1C)[N+](=O)[O-] (2-fluoro-3-methyl-5-nitropyridine). Yield: 61.9%. As a reaction SMILES: Cl[C:2]1[C:7]([CH3:8])=[CH:6][C:5]([N+:9]([O-:11])=[O:10])=[CH:4][N:3]=1.[F-:12].[K+]>[Br-].C1([P+](C2C=CC=CC=2)(C2C=CC=CC=2)C2C=CC=CC=2)C=CC=CC=1.C(#N)C.CCOCC>[F:12][C:2]1[C:7]([CH3:8])=[CH:6][C:5]([N+:9]([O-:11])=[O:10])=[CH:4][N:3]=1 |f:1.2,3.4|. Reported procedure: 2-Chloro-3-methyl-5-nitropyridine (15 g, 86.9 mmol; from Maybridge Chemical Co.), KF (12 g, 258 mmol) and tetraphenylphosphonium bromide (20 g, 47.7 mmol; Aldrich) were combined in 200 mL of acetonitrile and heated at reflux for 4 days. The mixture was diluted with Et2O (500 mL) and filtered, and the filtrate was concentrated. The residue was triturated with hot hexane (4×200 mL), and the hexane solutions were combined and concentrated to afford the title compound as a solid (8.4 g, 60%): 1H NMR... Reactants: COCc1cnn(C(c2ccccc2)(c2ccccc2)c2ccccc2)c1, OCc1cnn(C(c2ccccc2)(c2ccccc2)c2ccccc2)c1, COC(C)c1c(C)nn(C(c2ccccc2)(c2ccccc2)c2ccccc2)c1C, [H-], CCI, [Na+]. Yields the product CCOCc1cnn(C(c2ccccc2)(c2ccccc2)c2ccccc2)c1. As a reaction SMILES: [C:1]([c:2]1[cH:3][cH:4][cH:5][cH:6][cH:7]1)([c:8]1[cH:9][cH:10][cH:11][cH:12][cH:13]1)([c:14]1[cH:15][cH:16][cH:17][cH:18][cH:19]1)[n:20]1[n:21][cH:22][c:23]([CH2:25][O:26][CH3:27])[cH:24]1.[C:28]([n:29]1[cH:30][c:31]([CH2:32][OH:33])[cH:34][n:35]1)([c:36]1[cH:37][cH:38][cH:39][cH:40][cH:41]1)([c:42]1[cH:43][cH:44][cH:45][cH:46][cH:47]1)[c:48]1[cH:49][cH:50][cH:51][cH:52][cH:53]1.[CH3:59][c:60]1[c:61]([CH:62]([O:63][CH3:64])[CH3:65])[c:66]([CH3:67])[n:68]([C:69]([c:70]2[cH:71][cH:72][cH:73][cH:74][cH:75]2)([c:76]2[cH:77][cH:78][cH:79][cH:80][cH:81]2)[c:82]2[cH:83][cH:84][cH:85][cH:86][cH:87]2)[n:88]1.[H-:54].[I:56][CH2:57][CH3:58].[Na+:55]>>[C:1]([c:2]1[cH:3][cH:4][cH:5][cH:6][cH:7]1)([c:8]1[cH:9][cH:10][cH:11][cH:12][cH:13]1)([c:14]1[cH:15][cH:16][cH:17][cH:18][cH:19]1)[n:20]1[n:21][cH:22][c:23]([CH2:25][O:26][CH2:27][CH3:28])[cH:24]1. The reactants are COCC1=CC(=C(C(=N1)N)[N+](=O)[O-])N (6-Methoxymethyl-3-nitro-pyridine-2,4-diamine). The reagents and catalysts are [Pd] (Pd/C). The solvent is CCO (EtOH). Run at time 2 hour. The product is COCC1=CC(=C(C(=N1)N)N)N (6-Methoxymethyl-2,3,4-triamino-pyridine). Reaction SMILES: [CH3:1][O:2][CH2:3][C:4]1[N:9]=[C:8]([NH2:10])[C:7]([N+:11]([O-])=O)=[C:6]([NH2:14])[CH:5]=1>CCO.[Pd]>[CH3:1][O:2][CH2:3][C:4]1[N:9]=[C:8]([NH2:10])[C:7]([NH2:11])=[C:6]([NH2:14])[CH:5]=1. Procedure details: 6-Methoxymethyl-3-nitro-pyridine-2,4-diamine (455 mg, 2.29 mmol) is dissolved in EtOH (50 mL) and 10% Pd/C (50 mg) is added. The mixture is hydrogenated at 50 psi for 2 hours. The reaction mixture is filtered through Celite and the Celite bed washed with EtOH (25 mL). The solvent is removed under reduced pressure to yield the title compound as an off-white solid. The reactants are O=[N+]([O-])c1cccc2c1CN(Cc1ccccc1)C2, ClC(Cl)Cl, CCOC(=O)Cl, [Na+], [Na+], O=C([O-])[O-]. Product: CCOC(=O)N1Cc2cccc([N+](=O)[O-])c2C1. RXN SMILES: [CH2:1]([c:2]1[cH:3][cH:4][cH:5][cH:6][cH:7]1)[N:8]1[CH2:9][c:10]2[cH:11][cH:12][cH:13][c:14]([N+:17](=[O:18])[O-:19])[c:15]2[CH2:16]1.[CH:32]([Cl:33])([Cl:34])[Cl:35].[Cl:26][C:27](=[O:28])[O:29][CH2:30][CH3:31].[Na+:20].[Na+:21].[O-:22][C:23](=[O:24])[O-:25]>>[N:8]1([C:27](=[O:28])[O:29][CH2:30][CH3:31])[CH2:9][c:10]2[cH:11][cH:12][cH:13][c:14]([N+:17](=[O:18])[O-:19])[c:15]2[CH2:16]1. Reactants: C(C)OC(=O)C=1NC2=CC(=C(C=C2C1)C)C(F)(F)F (5-methyl-6-trifluoromethyl-1H-indole-2-carboxylic acid ethyl ester), C(C)(C)(C)OC(=O)N1S(O[C@H](C1)C)(=O)=O ((S)-5-methyl-2,2-dioxo-[1,2,3]oxathiazolidine-3-carboxylic acid tert-butyl ester). Yields the product C(C)OC(=O)C=1N(C2=CC(=C(C=C2C1)C)C(F)(F)F)[C@@H](CNC(=O)OC(C)(C)C)C ((R)-1-(2-tert-Butoxycarbonylamino-1-methyl-ethyl)-5-methyl-6-trifluoromethyl-1H-indole-2-carboxylic acid ethyl ester). RXN SMILES: [CH2:1]([O:3][C:4]([C:6]1[NH:7][C:8]2[C:13]([CH:14]=1)=[CH:12][C:11]([CH3:15])=[C:10]([C:16]([F:19])([F:18])[F:17])[CH:9]=2)=[O:5])[CH3:2].[C:20]([O:24][C:25]([N:27]1[CH2:31][C@H:30]([CH3:32])OS1(=O)=O)=[O:26])([CH3:23])([CH3:22])[CH3:21]>>[CH2:1]([O:3][C:4]([C:6]1[N:7]([C@H:30]([CH3:32])[CH2:31][NH:27][C:25]([O:24][C:20]([CH3:23])([CH3:22])[CH3:21])=[O:26])[C:8]2[C:13]([CH:14]=1)=[CH:12][C:11]([CH3:15])=[C:10]([C:16]([F:19])([F:17])[F:18])[CH:9]=2)=[O:5])[CH3:2]. Procedure: The title compound, m.p.: 103-105° C., EI-MS: m/e=428.1(M+) and α D 20 = - 40.3 , was prepared in accordance with the general method of example 12b) from 5-methyl-6-trifluoromethyl-1H-indole-2-carboxylic acid ethyl ester and (S)-5-methyl-2,2-dioxo-[1,2,3]oxathiazolidine-3-carboxylic acid tert-butyl ester. e) (R)-4,8-Dimethyl-7-trifluoromethyl-3,4-dihydro-2H-pyrazino[1,2-a]indol-1-one Reactants: FC1=C(OC2=CC(=NC(=C2)C)C)C=CC(=C1)B1OC(C(O1)(C)C)(C)C (4-[2-Fluoro-4-(4,4,5,5-tetramethyl-[1,3,2]dioxaborolan-2-yl)-phenoxy]-2,6-dimethyl-pyridine), C(=O)(O)[O-].[Na+] (NaHCO3), BrC1=C(C(N(C=C1)CC1CC1)=O)C#N (4-Bromo-1-cyclopropylmethyl-2-oxo-1,2-dihydro-pyridine-3-carbonitrile). The reagents and catalysts are C=1C=CC(=CC1)[P](C=2C=CC=CC2)(C=3C=CC=CC3)[Pd]([P](C=4C=CC=CC4)(C=5C=CC=CC5)C=6C=CC=CC6)([P](C=7C=CC=CC7)(C=8C=CC=CC8)C=9C=CC=CC9)[P](C=1C=CC=CC1)(C=1C=CC=CC1)C=1C=CC=CC1 (Pd(PPh3)4). The solvent is O1CCOCC1 (1,4-dioxane). The product is C1(CC1)CN1C(C(=C(C=C1)C1=CC(=C(C=C1)OC1=CC(=NC(=C1)C)C)F)C#N)=O (1-Cyclopropylmethyl-4-[4-(2,6-dimethyl-pyridin-4-yloxy)-3-fluoro-phenyl]-2-oxo-1,2-dihydro-pyridine-3-carbonitrile). RXN SMILES: [F:1][C:2]1[CH:16]=[C:15](B2OC(C)(C)C(C)(C)O2)[CH:14]=[CH:13][C:3]=1[O:4][C:5]1[CH:10]=[C:9]([CH3:11])[N:8]=[C:7]([CH3:12])[CH:6]=1.C([O-])(O)=O.[Na+].Br[C:32]1[CH:37]=[CH:36][N:35]([CH2:38][CH:39]2[CH2:41][CH2:40]2)[C:34](=[O:42])[C:33]=1[C:43]#[N:44]>O1CCOCC1.C1C=CC([P]([Pd]([P](C2C=CC=CC=2)(C2C=CC=CC=2)C2C=CC=CC=2)([P](C2C=CC=CC=2)(C2C=CC=CC=2)C2C=CC=CC=2)[P](C2C=CC=CC=2)(C2C=CC=CC=2)C2C=CC=CC=2)(C2C=CC=CC=2)C2C=CC=CC=2)=CC=1>[CH:39]1([CH2:38][N:35]2[CH:36]=[CH:37][C:32]([C:15]3[CH:14]=[CH:13][C:3]([O:4][C:5]4[CH:6]=[C:7]([CH3:12])[N:8]=[C:9]([CH3:11])[CH:10]=4)=[C:2]([F:1])[CH:16]=3)=[C:33]([C:43]#[N:44])[C:34]2=[O:42])[CH2:40][CH2:41]1 |f:1.2,^1:54,56,75,94|. Procedure details: To a solution of intermediate 20 (1.066 mmol) in 1,4-dioxane (4.5 ml) and a saturated solution of NaHCO3 (4.5 ml) was added intermediate 5 (0.23 g, 0.906 mmol). The resulting solution was degassed using a stream of nitrogen and to this was added Pd(PPh3)4 (0.12 mg, 0.106 mmol). The reaction was then microwaved in a sealed tube at 150° C. for 10 minutes. The resulting cooled reaction mixture was filtered through a pad of diatomaceous earth. The filtrate was diluted with EtOAc, and then it was was...